This data is from the Open Reaction Database (ORD), a public repository of structured organic reaction records. The task is: describe an organic reaction: reactants, conditions, products, and yield Starting materials: FC=1C=C(C=CC1)C=1OC(=NN1)\C=C\C1=CC(=C(C=C1)N1C=NC(=C1)C)OC (2-(3-fluorophenyl)-5-{(E)-2-[3-methoxy-4-(4-methyl-1H-imidazol-1-yl)phenyl]vinyl}-[1,3,4]oxadiazole), C(C)(=O)[O-].[NH4+] (ammonium acetate). Run in C(C)(=O)O (acetic acid). Conditions: temperature 150 celsius. The product is FC=1C=C(C=CC1)C1=NN=C(N1)\C=C\C1=CC(=C(C=C1)N1C=NC(=C1)C)OC (3-(3-fluorophenyl)-5-{(E)-2-[3-methoxy-4-(4-methyl-1H-imidazol-1-yl)phenyl]vinyl}-4H-[1,2,4]triazole). The yield is 58.2%. As a reaction SMILES: [F:1][C:2]1[CH:3]=[C:4]([C:8]2O[C:10](/[CH:13]=[CH:14]/[C:15]3[CH:20]=[CH:19][C:18]([N:21]4[CH:25]=[C:24]([CH3:26])[N:23]=[CH:22]4)=[C:17]([O:27][CH3:28])[CH:16]=3)=[N:11][N:12]=2)[CH:5]=[CH:6][CH:7]=1.C([O-])(=O)C.[NH4+:33]>C(O)(=O)C>[F:1][C:2]1[CH:3]=[C:4]([C:8]2[NH:33][C:10](/[CH:13]=[CH:14]/[C:15]3[CH:20]=[CH:19][C:18]([N:21]4[CH:25]=[C:24]([CH3:26])[N:23]=[CH:22]4)=[C:17]([O:27][CH3:28])[CH:16]=3)=[N:11][N:12]=2)[CH:5]=[CH:6][CH:7]=1 |f:1.2|. Procedure: A solution of 2-(3-fluorophenyl)-5-{(E)-2-[3-methoxy-4-(4-methyl-1H-imidazol-1-yl)phenyl]vinyl}-[1,3,4]oxadiazole (50 mg) and ammonium acetate (205 mg) in acetic acid (3 mL) was heated under reflux at 150° C. for 1.5 hours. The reaction solution was left to cool to room temperature and concentrated under reduced pressure. Ethyl acetate and saturated sodium bicarbonate water were added to the residue, and the organic layer was separated. The resulting organic layer was dried over anhydrous magnes... The reactants are C(C(=C)C)(=O)OCC=C (allyl methacrylate), C[Si](O[SiH](O[Si](C)(C)C)C)(C)C (1,1,1,3,5,5,5-heptamethyl trisiloxane), [SiH4] (silane). The reagents and catalysts are [H+].[H+].Cl[Pt-2](Cl)(Cl)(Cl)(Cl)Cl (chloroplatinic acid). Solvent: C(C)(C)O (isopropyl alcohol). Reaction conditions: temperature 70 celsius. Product: C[Si](O[Si](O[Si](C)(C)C)(CCCOC(C(=C)C)=O)C)(C)C (1,1,1,3,5,5,5- heptamethyl-3-(3-methacryloxypropyl) trisiloxane). Reaction SMILES: [C:1]([O:6][CH2:7][CH:8]=[CH2:9])(=[O:5])[C:2]([CH3:4])=[CH2:3].[CH3:10][Si:11]([CH3:21])([CH3:20])[O:12][SiH:13]([CH3:19])[O:14][Si:15]([CH3:18])([CH3:17])[CH3:16].[SiH4]>[H+].[H+].Cl[Pt-2](Cl)(Cl)(Cl)(Cl)Cl.C(O)(C)C>[CH3:10][Si:11]([CH3:20])([CH3:21])[O:12][Si:13]([CH3:19])([CH2:9][CH2:8][CH2:7][O:6][C:1](=[O:5])[C:2]([CH3:4])=[CH2:3])[O:14][Si:15]([CH3:18])([CH3:17])[CH3:16] |f:3.4.5|. Reported procedure: Into 63 parts of allyl methacrylate admixed with 0.04 part of chloroplatinic acid in the form of an isopropyl alcohol solution and heated at 60° 70° C. were added dropwise gradually 111 parts of 1,1,1,3,5,5,5-heptamethyl trisiloxane and, after completion of the dropwise addition of the silane compound, the mixture was heated at 90° C. for further 2 hours to complete the reaction. Thereafter, the reaction mixture was distilled under reduced pressure to be freed from the unreacted reactants and th... Reactants: CCOC(=O)C1=C(COCC(N)=O)NC(C)=C(C(=O)OC)C1c1ccccc1Cl, O=C(OC(=O)C(F)(F)F)C(F)(F)F, C1COCCO1, O, c1ccncc1. The product is CCOC(=O)C1=C(COCC#N)NC(C)=C(C(=O)OC)C1c1ccccc1Cl. Reaction SMILES: [Cl:14][c:15]1[c:16]([CH:21]2[C:22]([C:38](=[O:39])[O:40][CH2:41][CH3:42])=[C:23]([CH2:32][O:33][CH2:34][C:35](=[O:36])[NH2:37])[NH:24][C:25]([CH3:31])=[C:26]2[C:27](=[O:28])[O:29][CH3:30])[cH:17][cH:18][cH:19][cH:20]1.[F:1][C:2]([F:3])([F:4])[C:5]([O:6][C:7](=[O:8])[C:9]([F:10])([F:11])[F:12])=[O:13].[O:49]1[CH2:50][CH2:51][O:52][CH2:53][CH2:54]1.[OH2:55].[cH:43]1[cH:44][cH:45][n:46][cH:47][cH:48]1>>[Cl:14][c:15]1[c:16]([CH:21]2[C:22]([C:38](=[O:39])[O:40][CH2:41][CH3:42])=[C:23]([CH2:32][O:33][CH2:34][C:35]#[N:37])[NH:24][C:25]([CH3:31])=[C:26]2[C:27](=[O:28])[O:29][CH3:30])[cH:17][cH:18][cH:19][cH:20]1.